Dataset: the Open Reaction Database (ORD), a public repository of structured organic reaction records. Task: describe an organic reaction: reactants, conditions, products, and yield Reactants: C(C(=C)C)(=O)OCC(C)(NS(=O)(=O)C(F)(F)F)C (2-methyl-2-(trifluoromethylsulfonamido)propyl methacrylate), C(C(=C)C)(=O)OC1(CCCC1)CC (1-ethylcyclopentyl methacrylate), C(C(=C)C)(=O)OC12CC3(CC(CC(C1)C3)C2)O (3-hydroxyadamantyl methacrylate), N(=NC(C#N)(C)C)C(C#N)(C)C (2,2′-azobis(2-methylpropionitrile)). Run in C(C)C(=O)C (methyl ethyl ketone), C(C)C(=O)C (methyl ethyl ketone). Product: C=CC(=O)OC12CC3CC(C1)CC(C3)(C2)O (HADMA). Reaction SMILES: C(OCC(C)(NS(C(F)(F)F)(=O)=O)C)(=O)C(C)=C.C(OC1(CC)CCCC1)(=O)C(C)=C.[C:32]([O:37][C:38]12[CH2:47][CH:42]3[CH2:43][CH:44]([CH2:46][C:40]([OH:48])([CH2:41]3)[CH2:39]1)[CH2:45]2)(=[O:36])[C:33](C)=[CH2:34].N(C(C)(C)C#N)=NC(C)(C)C#N>C(C(C)=O)C>[CH2:34]=[CH:33][C:32]([O:37][C:38]12[CH2:39][C:40]3([OH:48])[CH2:46][CH:44]([CH2:43][CH:42]([CH2:41]3)[CH2:47]1)[CH2:45]2)=[O:36]. Reported procedure: To a 100 mL roundbottom flask, 2-methyl-2-(trifluoromethylsulfonamido)propyl methacrylate (2,2-diMe-EATf-MA) (1.0 g, 3.5 mmol, 0.15 eq.), 1-ethylcyclopentyl methacrylate (ECPMA) (1.9 g, 10.4 mmol, 0.45 eq.), 3-hydroxyadamantyl methacrylate (HADMA) (2.18 g, 9.2 mmol, 0.40 eq.), 2,2′-azobis(2-methylpropionitrile) (AIBN) (151 mg, 0.04 eq.), and methyl ethyl ketone (10 mL) were added. A reflux condenser with a rubber septum was added and the oxygen was removed from the solution by three sequential p... Starting materials: CC(C)C(N)C(=O)O, COC(=O)Cl, [Na+], [Na+], [Na+], O=C([O-])[O-], [OH-]. Product: COC(=O)NC(C(=O)O)C(C)C. As a reaction SMILES: [CH3:1][CH:2]([CH3:3])[CH:4]([NH2:5])[C:6]([OH:7])=[O:8].[Cl:15][C:16](=[O:17])[O:18][CH3:19].[Na+:10].[Na+:21].[Na+:9].[O-:11][C:12](=[O:13])[O-:14].[OH-:20]>>[CH3:1][CH:2]([CH3:3])[CH:4]([NH:5][C:16](=[O:17])[O:18][CH3:19])[C:6]([OH:7])=[O:8]. Reaction SMILES: [C:18]1(=[O:24])[CH2:19][CH2:20][CH2:21][CH2:22][O:23]1.[C:28](=[O:29])([O-:30])[O-:31].[CH3:25][CH2:26][OH:27].[K+:32].[K+:33].[OH2:34].[cH:1]1[cH:2][cH:3][cH:4][c:5]2[c:11]1[CH2:10][CH:9]([CH2:12][NH2:13])[c:8]1[c:7]([cH:17][cH:16][cH:15][cH:14]1)[CH2:6]2>>[cH:1]1[cH:2][cH:3][cH:4][c:5]2[c:11]1[CH2:10][CH:9]([CH2:12][NH:13][C:22]([CH2:21][CH2:20][CH2:19][CH2:18][OH:24])=[O:23])[c:8]1[c:7]([cH:17][cH:16][cH:15][cH:14]1)[CH2:6]2. Reactants: O=C1CCCCO1, O=C([O-])[O-], CCO, [K+], [K+], O, NCC1Cc2ccccc2Cc2ccccc21. Product: O=C(CCCCO)NCC1Cc2ccccc2Cc2ccccc21.